This data is from the Open Reaction Database (ORD), a public repository of structured organic reaction records. The task is: describe an organic reaction: reactants, conditions, products, and yield Starting materials: CCOC(=O)CC(OCC)c1ccc(O)cc1, OCCCc1ccc(Cl)c(Cl)c1, CCOC(=O)N=NC(=O)OCC, C1CCOC1, c1ccc(P(c2ccccc2)c2ccccc2)cc1, Cc1ccccc1. As a reaction SMILES: [CH2:1]([CH3:2])[O:3][CH:4]([CH2:5][C:6](=[O:7])[O:8][CH2:9][CH3:10])[c:11]1[cH:12][cH:13][c:14]([OH:17])[cH:15][cH:16]1.[Cl:18][c:19]1[cH:20][c:21]([CH2:26][CH2:27][CH2:28][OH:29])[cH:22][cH:23][c:24]1[Cl:25].[N:56]([C:57]([O:58][CH2:59][CH3:60])=[O:61])=[N:62][C:63]([O:64][CH2:65][CH3:66])=[O:67].[O:68]1[CH2:69][CH2:70][CH2:71][CH2:72]1.[c:30]1([P:31]([c:32]2[cH:33][cH:34][cH:35][cH:36][cH:37]2)[c:38]2[cH:39][cH:40][cH:41][cH:42][cH:43]2)[cH:44][cH:45][cH:46][cH:47][cH:48]1.[c:49]1([CH3:50])[cH:51][cH:52][cH:53][cH:54][cH:55]1>>[CH2:1]([CH3:2])[O:3][CH:4]([CH2:5][C:6](=[O:7])[O:8][CH2:9][CH3:10])[c:11]1[cH:12][cH:13][c:14]([O:17][CH2:28][CH2:27][CH2:26][c:21]2[cH:20][c:19]([Cl:18])[c:24]([Cl:25])[cH:23][cH:22]2)[cH:15][cH:16]1. Product: CCOC(=O)CC(OCC)c1ccc(OCCCc2ccc(Cl)c(Cl)c2)cc1. Reactants: OC1CCN(CC1)CCCC1=C(NC=2CCCCC12)C=O (3-[3-(4-Hydroxy-piperidin-1-yl)-propyl]-4,5,6,7-tetrahydro-1H-indole-2-carbaldehyde), C(C)S(=O)(=O)C=1C=C2CC(NC2=CC1)=O (5-ethylsulfonyloxindole). The product is C(C)S(=O)(=O)C=1C=C2/C(/C(NC2=CC1)=O)=C/C=1NC=2CCCCC2C1CCCN1CCC(CC1)O (5-Ethanesulfonyl-3-[1-{3-[3-(4-hydroxy-piperidin-1-yl)-propyl]-4,5,6,7-tetrahydro-1H-indol-2-yl}-meth-(Z)-ylidene]-1,3-dihydro-indol-2-one). Yield: 31.1%. As a reaction SMILES: [OH:1][CH:2]1[CH2:7][CH2:6][N:5]([CH2:8][CH2:9][CH2:10][C:11]2[C:19]3[CH2:18][CH2:17][CH2:16][CH2:15][C:14]=3[NH:13][C:12]=2[CH:20]=O)[CH2:4][CH2:3]1.[CH2:22]([S:24]([C:27]1[CH:28]=[C:29]2[C:33](=[CH:34][CH:35]=1)[NH:32][C:31](=[O:36])[CH2:30]2)(=[O:26])=[O:25])[CH3:23]>>[CH2:22]([S:24]([C:27]1[CH:28]=[C:29]2[C:33](=[CH:34][CH:35]=1)[NH:32][C:31](=[O:36])/[C:30]/2=[CH:20]\[C:12]1[NH:13][C:14]2[CH2:15][CH2:16][CH2:17][CH2:18][C:19]=2[C:11]=1[CH2:10][CH2:9][CH2:8][N:5]1[CH2:4][CH2:3][CH:2]([OH:1])[CH2:7][CH2:6]1)(=[O:25])=[O:26])[CH3:23]. Reported procedure: 3-[3-(4-Hydroxy-piperidin-1-yl)-propyl]-4,5,6,7-tetrahydro-1H-indole-2-carbaldehyde (58 mg, 0.2 mmol), prepared as described in Example 20, was condensed with 5-ethylsulfonyloxindole (69 mg, 0.2 mmol, 65%pure) following the procedure used in Example 1 to provide 31 mg of the desired compound. Starting materials: CO, CC(C)(C)N, ClC(Cl)(Cl)C1CO1. Product: CC(C)(C)NCC(O)C(Cl)(Cl)Cl. Reaction SMILES: [CH3:13][OH:14].[CH3:8][C:9]([CH3:10])([CH3:11])[NH2:12].[Cl:1][C:2]([CH:3]1[O:4][CH2:5]1)([Cl:6])[Cl:7]>>[Cl:1][C:2]([CH:3]([OH:4])[CH2:5][NH:12][C:9]([CH3:8])([CH3:10])[CH3:11])([Cl:6])[Cl:7]. Starting materials: COCCN(CCOC)S(F)(F)F, ClCCl, CCOC(=O)C1CCC(=O)CC1. Product: CCOC(=O)C1CC=C(F)CC1. RXN SMILES: [CH3:13][O:14][CH2:15][CH2:16][N:17]([S:18]([F:19])([F:20])[F:23])[CH2:21][CH2:22][O:24][CH3:25].[Cl:26][CH2:27][Cl:28].[O:1]=[C:2]1[CH2:3][CH2:4][CH:5]([C:8](=[O:9])[O:10][CH2:11][CH3:12])[CH2:6][CH2:7]1>>[C:2]1([F:23])=[CH:3][CH2:4][CH:5]([C:8](=[O:9])[O:10][CH2:11][CH3:12])[CH2:6][CH2:7]1. Reactants: 75, S1C(=NC2=C1C=CC=C2)N (2-benzothiazolamine), C(C)(=O)C1C(OCC1)=O (3-acetyl-4,5-dihydro-2(3H)-furanone), Cl (hydrochloric acid), CC1=CC=CC=C1 (methylbenzene), P(=O)(Cl)(Cl)Cl (phosphoryl chloride). Solvent: O (water). Conditions: temperature 110 celsius, time 2 hour. The product is 39, ClCCC=1C(C2SC3=C(N2CC1C)C=CC=C3)=O (3-(2-chloroethyl)-2-methyl-4H-pyrido[2,1-b]benzothiazol-4-one). Reaction SMILES: [S:1]1[C:5]2[CH:6]=[CH:7][CH:8]=[CH:9][C:4]=2[N:3]=[C:2]1N.C(C1CCO[C:15]1=[O:19])(=O)C.[ClH:20].P(Cl)(Cl)(Cl)=O.[CH3:26][C:27]1[CH:32]=[CH:31][CH:30]=C[CH:28]=1>O>[Cl:20][CH2:30][CH2:31][C:32]1[C:15](=[O:19])[CH:2]2[N:3]([CH2:28][C:27]=1[CH3:26])[C:4]1[CH:9]=[CH:8][CH:7]=[CH:6][C:5]=1[S:1]2. Procedure: A mixture of 75 parts of 2-benzothiazolamine, 76 parts of 3-acetyl-4,5-dihydro-2(3H)-furanone, 2,4 parts of a hydrochloric acid solution 12 N and 270 parts of methylbenzene was stirred and refluxed for 2 hours using a water-separator. The reaction mixture was cooled and 323 parts of phosphoryl chloride were added at a temperature between 20° and 25° C. The whole was slowly heated to 110° C. and stirring was continued for 2 hours at this temperature. The solvent was evaporated and the residue was...